This data is from the Open Reaction Database (ORD), a public repository of structured organic reaction records. The task is: describe an organic reaction: reactants, conditions, products, and yield Reactants: ClC1=C(C(N(C(N1CC)=O)CC)=O)C=NO (6-chloro-1,3-diethyl-2,4-dioxo-1,2,3,4-tetrahydropyrimidine-5-carbaldehyde oxime), P(=O)(Cl)(Cl)Cl (phosphorus oxychloride). Solvent: O1CCCC1 (tetrahydrofuran). Yields the product ClC1=C(C(N(C(N1CC)=O)CC)=O)C#N (6-Chloro-5-cyano-1,3-diethylpyrimidine-2,4(1H,3H)-dione). Reaction SMILES: [Cl:1][C:2]1[N:7]([CH2:8][CH3:9])[C:6](=[O:10])[N:5]([CH2:11][CH3:12])[C:4](=[O:13])[C:3]=1[CH:14]=[N:15]O.P(Cl)(Cl)(Cl)=O>O1CCCC1>[Cl:1][C:2]1[N:7]([CH2:8][CH3:9])[C:6](=[O:10])[N:5]([CH2:11][CH3:12])[C:4](=[O:13])[C:3]=1[C:14]#[N:15]. Reported procedure: To a stirred solution of the oxime (16 g) in tetrahydrofuran (320 ml)was added dropwise phosphorus oxychloride (30 g) with stirring. The reaction mixture was concentrated under reduced pressure. To the concentrate was added diisopropylether(200 ml), whereupon 6-chloro-5-cyano-1,3-diethylpyrimidine-2,4(1H,3H)-dione precipitated out as pale yellow prisms(12.4 g), m.p. 92°-94° C. RXN SMILES: [NH2:1][C:2]1[N:7]=[C:6]([N:8]2[CH2:22][CH2:21][C:11]3([CH2:15][NH:14][C@H:13]([C:16]([O:18]CC)=[O:17])[CH2:12]3)[CH2:10][CH2:9]2)[CH:5]=[C:4]([O:23][C@H:24]([C:29]2[CH:34]=[C:33]([CH2:35][CH3:36])[CH:32]=[CH:31][C:30]=2[N:37]2[CH:41]=[CH:40][C:39]([CH3:42])=[N:38]2)[C:25]([F:28])([F:27])[F:26])[N:3]=1.[Li+].[OH-]>>[NH2:1][C:2]1[N:7]=[C:6]([N:8]2[CH2:22][CH2:21][C:11]3([CH2:15][NH:14][C@H:13]([C:16]([OH:18])=[O:17])[CH2:12]3)[CH2:10][CH2:9]2)[CH:5]=[C:4]([O:23][C@H:24]([C:29]2[CH:34]=[C:33]([CH2:35][CH3:36])[CH:32]=[CH:31][C:30]=2[N:37]2[CH:41]=[CH:40][C:39]([CH3:42])=[N:38]2)[C:25]([F:28])([F:27])[F:26])[N:3]=1 |f:1.2|. Procedure: Hydrolysis of (S)-ethyl 8-(2-amino-6-((R)-1-(5-ethyl-2-(3-methyl-1H-pyrazol-1-yl)phenyl)-2,2,2-trifluoroethoxy)pyrimidin-4-yl)-2,8-diazaspiro[4.5]decane-3-carboxylate using the LiOH general method provided the title compound as a white solid. Yields the product NC1=NC(=CC(=N1)N1CCC2(C[C@H](NC2)C(=O)O)CC1)O[C@@H](C(F)(F)F)C1=C(C=CC(=C1)CC)N1N=C(C=C1)C ((S)-8-(2-amino-6-((R)-1-(5-ethyl-2-(3-methyl-1H-pyrazol-1-yl)phenyl)-2,2,2-trifluoroethoxy)pyrimidin-4-yl)-2,8-diazaspiro[4.5]decane-3-carboxylic acid). Reactants: NC1=NC(=CC(=N1)N1CCC2(C[C@H](NC2)C(=O)OCC)CC1)O[C@@H](C(F)(F)F)C1=C(C=CC(=C1)CC)N1N=C(C=C1)C ((S)-ethyl 8-(2-amino-6-((R)-1-(5-ethyl-2-(3-methyl-1H-pyrazol-1-yl)phenyl)-2,2,2-trifluoroethoxy)pyrimidin-4-yl)-2,8-diazaspiro[4.5]decane-3-carboxylate), [Li+].[OH-] (LiOH). The reactants are COC1=NC(=NC(=C1)OC)N1CC2CNCC2C1 (2-(4,6-Dimethoxy-pyrimidin-2-yl)-octahydro-pyrrolo[3,4-c]pyrrole), N1=C(C=CC=C1)C1=C(C(=O)O)C=CC=C1 (2-pyridin-2-yl-benzoic acid). The product is COC1=NC(=NC(=C1)OC)N1CC2CN(CC2C1)C(=O)C1=C(C=CC=C1)C1=NC=CC=C1 (2-(4,6-Dimethoxypyrimidin-2-yl)-5-[(2-pyridin-2-ylphenyl)carbonyl]octahydro-pyrrolo[3,4-c]pyrrole). As a reaction SMILES: [CH3:1][O:2][C:3]1[CH:8]=[C:7]([O:9][CH3:10])[N:6]=[C:5]([N:11]2[CH2:18][CH:17]3[CH:13]([CH2:14][NH:15][CH2:16]3)[CH2:12]2)[N:4]=1.[N:19]1[CH:24]=[CH:23][CH:22]=[CH:21][C:20]=1[C:25]1[CH:33]=[CH:32][CH:31]=[CH:30][C:26]=1[C:27](O)=[O:28]>>[CH3:1][O:2][C:3]1[CH:8]=[C:7]([O:9][CH3:10])[N:6]=[C:5]([N:11]2[CH2:18][CH:17]3[CH:13]([CH2:14][N:15]([C:27]([C:26]4[CH:30]=[CH:31][CH:32]=[CH:33][C:25]=4[C:20]4[CH:21]=[CH:22][CH:23]=[CH:24][N:19]=4)=[O:28])[CH2:16]3)[CH2:12]2)[N:4]=1. Reported procedure: The title compound was prepared in a manner analogous to Example 15 utilizing Intermediate 39 and 2-pyridin-2-yl-benzoic acid. MS (ESI) mass calcd. for C24H25N5O3, 431.49; m/z found, 432.2 [M+H]+. 1H NMR (CDCl3): 8.49 (d, J=3.9 Hz, 1H), 7.69-7.49 (m, 3H), 7.48-7.29 (m, 3H), 7.15-7.04 (m, 1H), 5.32 (s, 1H), 3.92-3.61 (m, 8H), 3.60-3.40 (m, 2H), 3.35-3.15 (m, 3H), 2.98-2.65 (m, 3H). Reactants: ClC1=CC2=C(N(C(N2)=O)C2CCN(CC2)CCCN2C(NC3=C2C=CC=C3)=O)C=C1 (5-chloro-1-{1-[3-(1,3-dihydro-2-oxo-2H-benzimidazol-1-yl)propyl]-4-piperidinyl}-1,3-dihydro-2H-benzimidazol-2-one), hydrochloride salt, C(C)O (ethanol), Cl (hydrogen chloride). Run in CC(C)O (2-propanol). The product is C(C)[O-].Cl.ClC1=CC2=C(N(C(N2)=O)C2CCN(CC2)CCCN2C(NC3=C2C=CC=C3)=O)C=C1 (5-chloro-1-{1-[3-(1,3-dihydro-2-oxo-2H-benzimidazol-1-yl)propyl]-4-piperidinyl}-1,3-dihydro-2H-benzimidazol-2-one hydrochloride ethanolate). Yield: 83.0%. Reaction SMILES: [Cl:1][C:2]1[CH:30]=[CH:29][C:5]2[N:6]([CH:10]3[CH2:15][CH2:14][N:13]([CH2:16][CH2:17][CH2:18][N:19]4[C:23]5[CH:24]=[CH:25][CH:26]=[CH:27][C:22]=5[NH:21][C:20]4=[O:28])[CH2:12][CH2:11]3)[C:7](=[O:9])[NH:8][C:4]=2[CH:3]=1.[CH2:31]([OH:33])[CH3:32].Cl>CC(O)C>[CH2:31]([O-:33])[CH3:32].[ClH:1].[Cl:1][C:2]1[CH:30]=[CH:29][C:5]2[N:6]([CH:10]3[CH2:15][CH2:14][N:13]([CH2:16][CH2:17][CH2:18][N:19]4[C:23]5[CH:24]=[CH:25][CH:26]=[CH:27][C:22]=5[NH:21][C:20]4=[O:28])[CH2:12][CH2:11]3)[C:7](=[O:9])[NH:8][C:4]=2[CH:3]=1 |f:4.5.6|. Reported procedure: A solution of 1 part of 5-chloro-1-{1-[3-(1,3-dihydro-2-oxo-2H-benzimidazol-1-yl)propyl]-4-piperidinyl}-1,3-dihydro-2H-benzimidazol-2-one in 40 parts of ethanol is acidified with 2-propanol, previously saturated with gaseous hydrogen chloride. While cooling, the formed hydrochloride salt is allowed to crystallize, yielding 1 part (83%) of 5-chloro-1-{1-[3-(1,3-dihydro-2-oxo-2H-benzimidazol-1-yl)propyl]-4-piperidinyl}-1,3-dihydro-2H-benzimidazol-2-one hydrochloride ethanolate; mp. 213.7° C. Starting materials: CCCC[N+](CCCC)(CCCC)CCCC, CC#N, [Cs+], Cc1oc(-c2ccc(F)cc2)nc1COC1CCCC(O)C1, [I-], O=[N+]([O-])c1ccccc1CBr, [OH-]. Product: Cc1oc(-c2ccc(F)cc2)nc1COC1CCCC(OCc2ccccc2[N+](=O)[O-])C1. Reaction SMILES: [CH2:40]([N+:41]([CH2:42][CH2:43][CH2:44][CH3:45])([CH2:46][CH2:47][CH2:48][CH3:49])[CH2:50][CH2:51][CH2:52][CH3:53])[CH2:54][CH2:55][CH3:56].[CH3:36][C:37]#[N:38].[Cs+:35].[F:1][c:2]1[cH:3][cH:4][c:5](-[c:8]2[o:9][c:10]([CH3:22])[c:11]([CH2:13][O:14][CH:15]3[CH2:16][CH:17]([OH:21])[CH2:18][CH2:19][CH2:20]3)[n:12]2)[cH:6][cH:7]1.[I-:39].[N+:23](=[O:24])([O-:25])[c:26]1[c:27]([CH2:28][Br:29])[cH:30][cH:31][cH:32][cH:33]1.[OH-:34]>>[F:1][c:2]1[cH:3][cH:4][c:5](-[c:8]2[o:9][c:10]([CH3:22])[c:11]([CH2:13][O:14][CH:15]3[CH2:16][CH:17]([O:21][CH2:28][c:27]4[c:26]([N+:23](=[O:24])[O-:25])[cH:33][cH:32][cH:31][cH:30]4)[CH2:18][CH2:19][CH2:20]3)[n:12]2)[cH:6][cH:7]1. Starting materials: COCOC1=C(C=C(C=CCO)C=C1)[N+](=O)[O-] (4-methoxymethoxy-3-nitrocinnamyl alcohol), [Cl-].[Li+] (lithium chloride), N1=C(C=C(C=C1C)C)C (2,4,6-collidine), CS(=O)(=O)Cl (methanesulfonyl chloride). Solvent: CN(C=O)C (dimethyl formamide), O (water). Run at time 10 minute. Yields the product COCOC1=C(C=C(C=CCCl)C=C1)[N+](=O)[O-] (4-methoxymethoxy-3-nitrocinnamyl chloride). RXN SMILES: [CH3:1][O:2][CH2:3][O:4][C:5]1[CH:14]=[CH:13][C:8]([CH:9]=[CH:10][CH2:11]O)=[CH:7][C:6]=1[N+:15]([O-:17])=[O:16].[Cl-].[Li+].N1C(C)=CC(C)=CC=1C.CS([Cl:33])(=O)=O>CN(C)C=O.O>[CH3:1][O:2][CH2:3][O:4][C:5]1[CH:14]=[CH:13][C:8]([CH:9]=[CH:10][CH2:11][Cl:33])=[CH:7][C:6]=1[N+:15]([O-:17])=[O:16] |f:1.2|. Procedure details: Under a current of argon, a solution of 1.50 g of 4-methoxymethoxy-3-nitrocinnamyl alcohol in 15 ml of dimethyl formamide and 292 mg of anhydrous lithium chloride and 0.9 ml of 2,4,6-collidine added thereto as kept cooled with ice were stirred for 10 minutes and the produced mixture and 0.5 ml of methanesulfonyl chloride added as kept cooled with ice were stirred for four hours. The resultant reaction mixture was combined with water and extracted from ethyl acetate. The consequently separated or...